This data is from the Open Reaction Database (ORD), a public repository of structured organic reaction records. The task is: describe an organic reaction: reactants, conditions, products, and yield The reactants are CC(C)=O, [Cl-], Clc1nc(Cl)c2c(n1)C(c1ccccc1)CCC2, [NH4+], O, [Zn]. Yields the product Clc1ncc2c(n1)C(c1ccccc1)CCC2. Reaction SMILES: [CH3:21][C:22](=[O:23])[CH3:24].[Cl-:19].[Cl:1][c:2]1[n:3][c:4]2[c:9]([c:10]([Cl:12])[n:11]1)[CH2:8][CH2:7][CH2:6][CH:5]2[c:13]1[cH:14][cH:15][cH:16][cH:17][cH:18]1.[NH4+:20].[OH2:25].[Zn:26]>>[Cl:1][c:2]1[n:3][c:4]2[c:9]([cH:10][n:11]1)[CH2:8][CH2:7][CH2:6][CH:5]2[c:13]1[cH:14][cH:15][cH:16][cH:17][cH:18]1. The reactants are CC1(CCSC2=CC(=C(C=C12)C(=O)O)C)C (4,4,7-trimethyl-6-carboxythiochroman), C(C)OC(C1=CC=C(C=C1)O)=O (ethyl-4-hydroxybenzoate), C1(CCCCC1)N=C=NC1CCCCC1 (1,3-dicyclohexylcarbodiimide). The reagents and catalysts are CN(C1=CC=NC=C1)C (4-dimethylaminopyridine). The solvent is C(Cl)Cl (methylene chloride). Run at time 24 hour. Product: CC1(CCSC2=CC(=C(C=C12)C(=O)OC1=CC=C(C(=O)OCC)C=C1)C)C (Ethyl 4-(4,4,7-trimethyl-6-thiochromanoyloxy)benzoate). Reaction SMILES: [CH3:1][C:2]1([CH3:16])[C:11]2[C:6](=[CH:7][C:8]([CH3:15])=[C:9]([C:12]([OH:14])=[O:13])[CH:10]=2)[S:5][CH2:4][CH2:3]1.[CH2:17]([O:19][C:20](=[O:28])[C:21]1[CH:26]=[CH:25][C:24](O)=[CH:23][CH:22]=1)[CH3:18].C1(N=C=NC2CCCCC2)CCCCC1>C(Cl)Cl.CN(C)C1C=CN=CC=1>[CH3:1][C:2]1([CH3:16])[C:11]2[C:6](=[CH:7][C:8]([CH3:15])=[C:9]([C:12]([O:14][C:24]3[CH:25]=[CH:26][C:21]([C:20]([O:19][CH2:17][CH3:18])=[O:28])=[CH:22][CH:23]=3)=[O:13])[CH:10]=2)[S:5][CH2:4][CH2:3]1. Procedure details: A solution of 83.7 mg (0.35 mmol) of 4,4,7-trimethyl-6-carboxythiochroman and 59.1 mg (0.35 mmol) of ethyl-4-hydroxybenzoate in 2 ml of methylene chloride was treated sequentially with 74.5 mg (0.36 mmol) of 1,3-dicyclohexylcarbodiimide and 11.1 mg (0.09 mmol) of 4-dimethylaminopyridine. The mixture was stirred under nitrogen for 24 h and then filtered. The fillrate was concentrated in-vacuo and the residue purified by flash chromatography (silica; 15% ethyl acetate in henane) to give the title ... Starting materials: ( b ), OC1=C(C=C(CNN2C(=NC=C2)SC)C=C1C(C)(C)C)C(C)(C)C (1-(4-hydroxy-3,5-di-tert.-butylbenzylamino)-2-methylmercaptoimidazole). The solvent is C(C)O (ethanol), C(C)O (ethanol). The product is OC1=C(C=C(CNN2C=NC=C2)C=C1C(C)(C)C)C(C)(C)C (1-(4-hydroxy-3,5-di-tert.-butylbenzylamino)imidazole). As a reaction SMILES: [OH:1][C:2]1[C:16]([C:17]([CH3:20])([CH3:19])[CH3:18])=[CH:15][C:5]([CH2:6][NH:7][N:8]2[CH:12]=[CH:11][N:10]=[C:9]2SC)=[CH:4][C:3]=1[C:21]([CH3:24])([CH3:23])[CH3:22]>C(O)C>[OH:1][C:2]1[C:16]([C:17]([CH3:19])([CH3:18])[CH3:20])=[CH:15][C:5]([CH2:6][NH:7][N:8]2[CH:12]=[CH:11][N:10]=[CH:9]2)=[CH:4][C:3]=1[C:21]([CH3:24])([CH3:23])[CH3:22]. Procedure details: Variant (b): 600 mg of 1-(4-hydroxy-3,5-di-tert.-butylbenzylamino)-2-methylmercaptoimidazole dissolved in 20 ml of ethanol are heated to 60°-70° for 2 hours while stirring with a 5-fold amount by weight of ethanol-moist Raney-nickel W2. The nickel is then removed by filtration and boiled up twice with 10 ml of ethanol each time. The combined alcoholic filtrates are evaporated, and 1-(4-hydroxy-3,5-di-tert.-butylbenzylamino)imidazole is obtained as the residue in the form of colorless crystals of...